Dataset: the Open Reaction Database (ORD), a public repository of structured organic reaction records. Task: describe an organic reaction: reactants, conditions, products, and yield Reactants: NC1=CC=C(C=C1)C(C1=CC=CC=C1)=O (p-Aminobenzophenone), C(CCCCCCCCCCCCCCC)Br (hexadecyl bromide), C([O-])([O-])=O.[K+].[K+] (potassium carbonate). Solvent: CN(P(=O)(N(C)C)N(C)C)C (hexamethylphosphoramide). Product: C(CCCCCCCCCCCCCCC)NC1=CC=C(C=C1)C(C1=CC=CC=C1)=O (p-Hexadecylaminobenzophenone). As a reaction SMILES: [NH2:1][C:2]1[CH:7]=[CH:6][C:5]([C:8](=[O:15])[C:9]2[CH:14]=[CH:13][CH:12]=[CH:11][CH:10]=2)=[CH:4][CH:3]=1.[CH2:16](Br)[CH2:17][CH2:18][CH2:19][CH2:20][CH2:21][CH2:22][CH2:23][CH2:24][CH2:25][CH2:26][CH2:27][CH2:28][CH2:29][CH2:30][CH3:31].C(=O)([O-])[O-].[K+].[K+]>CN(C)P(N(C)C)(N(C)C)=O>[CH2:31]([NH:1][C:2]1[CH:3]=[CH:4][C:5]([C:8](=[O:15])[C:9]2[CH:14]=[CH:13][CH:12]=[CH:11][CH:10]=2)=[CH:6][CH:7]=1)[CH2:30][CH2:29][CH2:28][CH2:27][CH2:26][CH2:25][CH2:24][CH2:23][CH2:22][CH2:21][CH2:20][CH2:19][CH2:18][CH2:17][CH3:16] |f:2.3.4|. Procedure: p-Aminobenzophenone (75 g.) is heated with hexadecyl bromide (200 g.) in dry hexamethylphosphoramide (300 ml.) containing anhydrous potassium carbonate (90 g.) for 16 hours at 100° C. The solution is cooled to room temperature, filtered to remove solids, and the filtrate is diluted with cold water (20 ml.). The solid so obtained is collected and washed with water. Recrystallization from ethanol followed by dichloromethane provides the product of the Example.